Dataset: the Open Reaction Database (ORD), a public repository of structured organic reaction records. Task: describe an organic reaction: reactants, conditions, products, and yield The reactants are [H][H] (hydrogen), C(=O)P(O)(O)=O (formylphosphonic acid), NCC(=O)O (glycine), resultant mixture, [OH-].[Na+] (sodium hydroxide). Procedure details: To a 59% aqueous formylphosphonic acid solution (5.0 g, 0.23 mol) in deionized water (25 mL) was added glycine (1.56 g, 0.021 mol). The pH of the resultant mixture was adjusted to 7.0 by addition of 2.5 N sodium hydroxide. The reaction mixture was then transferred to a 300 mL autoclave, a 10% palladium on carbon catalyst (1.0 g) added, and the reactor was sealed and pressurized with hydrogen to 6.89×106 N/m2 gauge. After 60 minutes of reaction at room temperature, 3.2 g of N-(phosphonomethyl)gly... Run in O (water). RXN SMILES: [CH:1]([P:3](=[O:6])([OH:5])[OH:4])=O.[NH2:7][CH2:8][C:9]([OH:11])=[O:10].[OH-].[Na+].[H][H]>O.[Pd]>[P:3]([CH2:1][NH:7][CH2:8][C:9]([OH:11])=[O:10])([OH:5])([OH:4])=[O:6] |f:2.3|. Reagents/catalysts: [Pd] (palladium on carbon). Isolated yield 90.1%. The product is P(=O)(O)(O)CNCC(=O)O (N-(phosphonomethyl)glycine). The reactants are COC(C1=C(C(=CC(=C1)C)C)NS(=O)(=O)C1=CC=C(C=C1)OC)=O (2-(4-Methoxy-benzenesulfonylamino)-3,5-dimethyl-benzoic acid methyl ester), CI (methyl iodide). Product: COC(C1=C(C(=CC(=C1)C)C)N(C)S(=O)(=O)C1=CC=C(C=C1)OC)=O (2-[(4-Methoxy-benzenesulfonyl)-methyl-amino]-3,5-dimethyl-benzoic acid methyl ester). The yield is 96.0%. RXN SMILES: [CH3:1][O:2][C:3](=[O:24])[C:4]1[CH:9]=[C:8]([CH3:10])[CH:7]=[C:6]([CH3:11])[C:5]=1[NH:12][S:13]([C:16]1[CH:21]=[CH:20][C:19]([O:22][CH3:23])=[CH:18][CH:17]=1)(=[O:15])=[O:14].[CH3:25]I>>[CH3:1][O:2][C:3](=[O:24])[C:4]1[CH:9]=[C:8]([CH3:10])[CH:7]=[C:6]([CH3:11])[C:5]=1[N:12]([S:13]([C:16]1[CH:21]=[CH:20][C:19]([O:22][CH3:23])=[CH:18][CH:17]=1)(=[O:15])=[O:14])[CH3:25]. Procedure details: In the same manner as described in Example 9, 0.30 g (0.860 mmol) of the product of Example 62 was alkylated with methyl iodide to give 0.30 g (96%) of the desired product as a white solid. Electrospray Mass Spec: 364 (M+H). Starting materials: Cl (hydrochloric acid), CC(C)([O-])C.[K+] (Potassium tert-butoxide), NC1=NC=CC=C1 (2-aminopyridine), [N+](=O)([O-])C1=CC=C(C=C1)[N+]#[C-] (4-nitrophenyl isocyanide), C(=O)C1=C(C(=O)OC)C=CC=C1 (methyl 2-formylbenzoate), Cl(=O)(=O)(=O)O (perchloric acid). Run in C(C)(=O)O (Acetic acid), CO (methanol). Run at time 8 hour. The product is OC=1C=CC2=NC3=C(N(C(C4=CC=CC=C34)=O)C3=CC=C(C=C3)[N+](=O)[O-])N2C1 (9-hydroxy-6-(4-nitrophenyl)-pyrido[2′,1′:2,3]imidazo[4,5-c]isoquinolin-5(6H)-one). Yield: 338.2%. As a reaction SMILES: [NH2:1][C:2]1[CH:7]=[CH:6][CH:5]=[CH:4][N:3]=1.[N+:8]([C:11]1[CH:16]=[CH:15][C:14]([N+:17]#[C-:18])=[CH:13][CH:12]=1)([O-:10])=[O:9].[CH:19]([C:21]1[CH:30]=[CH:29][CH:28]=[CH:27][C:22]=1[C:23](OC)=O)=[O:20].Cl(O)(=O)(=O)=[O:32].CC(C)([O-])C.[K+].Cl>CO.C(O)(=O)C>[OH:32][C:5]1[CH:6]=[CH:7][C:2]2[N:3]([CH:4]=1)[C:18]1[N:17]([C:14]3[CH:13]=[CH:12][C:11]([N+:8]([O-:10])=[O:9])=[CH:16][CH:15]=3)[C:19](=[O:20])[C:21]3[C:22]([C:23]=1[N:1]=2)=[CH:27][CH:28]=[CH:29][CH:30]=3 |f:4.5|. Procedure details: A mixture of 2-aminopyridine (I1) (1.0 equiv., 27.2 mmol, 3.00 g), 4-nitrophenyl isocyanide (1.1 equiv., 29.9 mmol, 4.40 g), methyl 2-formylbenzoate (1.1 equiv., 29.9 mmol, 4.9 g) and perchloric acid (0.2 equiv., 5.4 mmol, 0.55 g) in methanol was stirred at room temperature overnight. Potassium tert-butoxide (2.2 equiv., 59.8 mmol, 6.7 g) was added and the reaction mixture was further stirred at room temperature for 2 h. Acetic acid (2.0 ml) (or concentrated hydrochloric acid) was added, the res... Reactants: C(C1=CC=CC=C1)SC1=C(C(=CC=C1)Br)C (1-Benzylsulfanyl-3-bromo-2-methyl-benzene), N1C(CCC1)=O (pyrrolidin-2-one), intermediate 25. Yields the product C(C1=CC=CC=C1)SC=1C(=C(C=CC1)N1C(CCC1)=O)C (1-(3-Benzylsulfanyl-2-methyl-phenyl)-pyrrolidin-2-one). RXN SMILES: [CH2:1]([S:8][C:9]1[CH:14]=[CH:13][CH:12]=[C:11](Br)[C:10]=1[CH3:16])[C:2]1[CH:7]=[CH:6][CH:5]=[CH:4][CH:3]=1.[NH:17]1[CH2:21][CH2:20][CH2:19][C:18]1=[O:22]>>[CH2:1]([S:8][C:9]1[C:10]([CH3:16])=[C:11]([N:17]2[CH2:21][CH2:20][CH2:19][C:18]2=[O:22])[CH:12]=[CH:13][CH:14]=1)[C:2]1[CH:7]=[CH:6][CH:5]=[CH:4][CH:3]=1. Procedure details: Intermediate 24 (14.08 g, 48 mmol) and pyrrolidin-2-one (4.9 g, 57.6 mmol) were converted to intermediate 25 as described in example 1; 1.5). The crude product (14.6 g) was used without purification in the next step. The reactants are [N+](#[C-])CC(=O)OCC (ethyl isocyanoacetate), CC(C)([O-])C.[K+] (potassium t-butoxide), CC(C)([O-])C.[K+] (Potassium t-butoxide), ClC=1C=CC2=C(C(=NCC(N2)=O)C2=C(C=CC=C2)F)C1 (7-chloro-1,3-dihydro-5-(2-fluorophenyl)-2H-1,4-benzodiazepine-2-one), P(=O)(OCC)(OCC)Cl (diethyl chlorophosphate). Solvent: O1CCCC1 (tetrahydrofuran), O1CCCC1 (tetrahydrofuran). Reaction conditions: time 5 minute. Yields the product ClC=1C=CC2=C(C(=NCC=3N2C=NC3C(=O)OCC)C3=C(C=CC=C3)F)C1 (8-Chloro-6-(2-fluorophenyl)-4H-imidazo[1,5-a][1,4]benzodiazepine-3-carboxylic acid, ethyl ester). Reaction SMILES: CC(C)([O-])C.[K+].[Cl:7][C:8]1[CH:9]=[CH:10][C:11]2[NH:17][C:16](=O)[CH2:15][N:14]=[C:13]([C:19]3[CH:24]=[CH:23][CH:22]=[CH:21][C:20]=3[F:25])[C:12]=2[CH:26]=1.P(Cl)(OCC)(OCC)=O.[N+:36]([CH2:38][C:39]([O:41][CH2:42][CH3:43])=[O:40])#[C-:37]>O1CCCC1>[Cl:7][C:8]1[CH:9]=[CH:10][C:11]2[N:17]3[CH:37]=[N:36][C:38]([C:39]([O:41][CH2:42][CH3:43])=[O:40])=[C:16]3[CH2:15][N:14]=[C:13]([C:19]3[CH:24]=[CH:23][CH:22]=[CH:21][C:20]=3[F:25])[C:12]=2[CH:26]=1 |f:0.1|. Procedure details: Potassium t-butoxide, 1.29 g (0.0115 mol) was added to a stirred solution of 2.88 g (0.01 mol) of 7-chloro-1,3-dihydro-5-(2-fluorophenyl)-2H-1,4-benzodiazepine-2-one in 50 ml of tetrahydrofuran, that had been cooled in an ice bath and covered with a nitrogen atmosphere. After stirring for 5 minutes, 2.59 g (0.015 mol) diethyl chlorophosphate was added. After stirring for 5 minutes, a mixture of 2.26 g (0.02 mol) of ethyl isocyanoacetate in 50 ml of tetrahydrofuran that had been treated with 2.24... Reactants: O.C1(=CC=C(C=C1)S(=O)(=O)O)C (p-Toluenesulfonic acid monohydrate), CN1CCC(CC1)CCN1C=C(C2=CC=CC=C12)C(=O)C1C(C1(C)C)(C)C ({1-[2-(1-methylpiperidin-4-yl)ethyl]-1H-indol-3-yl}(2,2,3,3-tetramethylcyclopropyl)methanone). The product is C1(=CC=C(C=C1)S(=O)(=O)O)C.CN1CCC(CC1)CCN1C=C(C2=CC=CC=C12)C(=O)C1C(C1(C)C)(C)C ({1-[2-(1-methylpiperidin-4-yl)ethyl]-1H-indol-3-yl}(2,2,3,3-tetramethylcyclopropyl)methanone p-toluenesulfonic acid). The yield is 12.2%. Reaction SMILES: O.[C:2]1([CH3:12])[CH:7]=[CH:6][C:5]([S:8]([OH:11])(=[O:10])=[O:9])=[CH:4][CH:3]=1.[CH3:13][N:14]1[CH2:19][CH2:18][CH:17]([CH2:20][CH2:21][N:22]2[C:30]3[C:25](=[CH:26][CH:27]=[CH:28][CH:29]=3)[C:24]([C:31]([CH:33]3[C:35]([CH3:37])([CH3:36])[C:34]3([CH3:39])[CH3:38])=[O:32])=[CH:23]2)[CH2:16][CH2:15]1>>[C:2]1([CH3:12])[CH:3]=[CH:4][C:5]([S:8]([OH:11])(=[O:9])=[O:10])=[CH:6][CH:7]=1.[CH3:13][N:14]1[CH2:15][CH2:16][CH:17]([CH2:20][CH2:21][N:22]2[C:30]3[C:25](=[CH:26][CH:27]=[CH:28][CH:29]=3)[C:24]([C:31]([CH:33]3[C:34]([CH3:39])([CH3:38])[C:35]3([CH3:37])[CH3:36])=[O:32])=[CH:23]2)[CH2:18][CH2:19]1 |f:0.1,3.4|. Reported procedure: p-Toluenesulfonic acid monohydrate (78 mg, 0.41 mmol) and the product of Example 7A (0.15 g, 0.41 mmol) were processed as in Example 1E. Recrystallization with CH3OH and EtOAc provided 25 mg of the title compound (0.050 mmol, 12% yield). 1H NMR (MeOH-d4, 300 MHz) δ 1.33 (s, 12H), 1.54 (m, 3H), 1.91 (br q, J=7.1 Hz, 2H), 2.03 (m, 2H), 2.15 (s, 1H), 2.81 (s, 3H), 2.93 (m, 2H), 3.26 (m, 1H), 3.45 (m, 2H), 4.34 (t, J=7.1 Hz, 2H), 6.70 (s, 2H), 7.21 (dd, J=7.8, 1.0 Hz, 1H), 7.27 (dd, J=7.1, 1.4 Hz, 1... Starting materials: ClC1=CC=C(C=C1)C1=NSC2=C1C=CC(=C2)C#CCCCOS(=O)(=O)C (Methanesulfonic acid 5-[3-(4-chloro-phenyl)-benzo[d]isothiazol-6-yl]-pent-4-ynyl ester), N(CCO)CCO (Diethanolamine). Yields the product ClC1=CC=C(C=C1)C1=NSC2=C1C=CC(=C2)C#CCCCN(CCO)CCO (2-[{5-[3-(4-Chloro-phenyl)-benzo[d]isothiazol-6-yl]-pent-4-ynyl}-(2-hydroxy-ethyl)-amino]-ethanol). RXN SMILES: [Cl:1][C:2]1[CH:7]=[CH:6][C:5]([C:8]2[C:12]3[CH:13]=[CH:14][C:15]([C:17]#[C:18][CH2:19][CH2:20][CH2:21]OS(C)(=O)=O)=[CH:16][C:11]=3[S:10][N:9]=2)=[CH:4][CH:3]=1.[NH:27]([CH2:31][CH2:32][OH:33])[CH2:28][CH2:29][OH:30]>>[Cl:1][C:2]1[CH:3]=[CH:4][C:5]([C:8]2[C:12]3[CH:13]=[CH:14][C:15]([C:17]#[C:18][CH2:19][CH2:20][CH2:21][N:27]([CH2:31][CH2:32][OH:33])[CH2:28][CH2:29][OH:30])=[CH:16][C:11]=3[S:10][N:9]=2)=[CH:6][CH:7]=1. Reported procedure: According to the method in example 18, Methanesulfonic acid 5-[3-(4-chloro-phenyl)-benzo[d]isothiazol-6-yl]-pent-4-ynyl ester and Diethanolamine were converted to yield 2-[{5-[3-(4-Chloro-phenyl)-benzo[d]isothiazol-6-yl]-pent-4-ynyl}-(2-hydroxy-ethyl)-amino]-ethanol, MS: 415 (MH+).